The task is: describe an organic reaction: reactants, conditions, products, and yield. This data is from the Open Reaction Database (ORD), a public repository of structured organic reaction records. Reactants: CS(=O)(=O)Cl, CCC(=C1c2ccc(Cl)cc2OCc2ncccc21)c1cccc(N)c1, ClCCl, c1ccncc1. Product: CCC(=C1c2ccc(Cl)cc2OCc2ncccc21)c1cccc(NS(C)(=O)=O)c1. RXN SMILES: [CH3:33][S:34]([Cl:35])(=[O:36])=[O:37].[Cl:1][c:2]1[cH:3][cH:4][c:5]2[c:6]([cH:26]1)[O:7][CH2:8][c:9]1[c:10]([cH:22][cH:23][cH:24][n:25]1)[C:11]2=[C:12]([CH2:13][CH3:14])[c:15]1[cH:16][c:17]([NH2:21])[cH:18][cH:19][cH:20]1.[Cl:38][CH2:39][Cl:40].[cH:27]1[cH:28][cH:29][n:30][cH:31][cH:32]1>>[Cl:1][c:2]1[cH:3][cH:4][c:5]2[c:6]([cH:26]1)[O:7][CH2:8][c:9]1[c:10]([cH:22][cH:23][cH:24][n:25]1)[C:11]2=[C:12]([CH2:13][CH3:14])[c:15]1[cH:16][c:17]([NH:21][S:34]([CH3:33])(=[O:36])=[O:37])[cH:18][cH:19][cH:20]1. Starting materials: ClC=1N=C(N(C1CC#N)CC1=CC(=C(C=C1)O)C)C1=CC=CC=C1 (4-Chloro-5-cyanomethyl-1-(4-hydroxy-3-methylbenzyl)-2-phenylimidazole), C(C)O (ethanol), [OH-].[Na+] (sodium hydroxide). Reaction conditions: time 4 hour. Product: ClC=1N=C(N(C1CC(=O)O)CC1=CC(=C(C=C1)O)C)C1=CC=CC=C1 (4-chloro-1-(4-hydroxy-3-methylbenzyl)-2-phenylimidazole-5-acetic acid). Reaction SMILES: [Cl:1][C:2]1[N:3]=[C:4]([C:19]2[CH:24]=[CH:23][CH:22]=[CH:21][CH:20]=2)[N:5]([CH2:10][C:11]2[CH:16]=[CH:15][C:14]([OH:17])=[C:13]([CH3:18])[CH:12]=2)[C:6]=1CC#N.[OH-:25].[Na+].[CH2:27]([OH:29])[CH3:28]>>[Cl:1][C:2]1[N:3]=[C:4]([C:19]2[CH:24]=[CH:23][CH:22]=[CH:21][CH:20]=2)[N:5]([CH2:10][C:11]2[CH:16]=[CH:15][C:14]([OH:17])=[C:13]([CH3:18])[CH:12]=2)[C:6]=1[CH2:28][C:27]([OH:25])=[O:29] |f:1.2|. Procedure details: 4-Chloro-5-cyanomethyl-1-(4-hydroxy-3-methylbenzyl)-2-phenylimidazole (1 g) was dissolved in 10 ml of ethanol, and 10 ml of 2 N-sodium hydroxide was added. The mixture was boiled for 4 hours and evaporated to dryness, and the residue was shaken with 20 ml each of chloroform and water. The aqueous layer was washed with chloroform and 10 ml of 2N-hydrochloric acid was added. The resulting syrupy precipitate was recrystallized from aqueous ethanol to give 0.5 g of 4-chloro-1-(4-hydroxy-3-methylbenz... Reactants: BrC=1C=C2C3(C(NC2=CC1)=O)OCCCO3 (5′-bromospiro[1,3-dioxane-2,3′-indol]-2′(1′H)-one), [OH-].C(C1=CC=CC=C1)[N+](C)(C)C (benzyltrimethyl-ammonium hydroxide), [OH-].C(C1=CC=CC=C1)[N+](C)(C)C (benzyltrimethylammonium hydroxide), CCO (EtOH), C(C=C)C#N (allyl cyanide). Solvent: O (H2O). Reaction conditions: temperature 80 celsius, time 24 hour. Product: BrC=1C=C2C3(C(N(C2=CC1)C(CC#N)C)=O)OCCCO3 (3-(5′-Bromo-2′-oxospiro[1,3-dioxane-2,3′-indol]-1′(2′H)-yl)butanenitrile). Yield: 50.4%. Reaction SMILES: [Br:1][C:2]1[CH:3]=[C:4]2[C:8](=[CH:9][CH:10]=1)[NH:7][C:6](=[O:11])[C:5]12[O:16][CH2:15][CH2:14][CH2:13][O:12]1.[OH-].[CH2:18]([N+:25](C)(C)C)[C:19]1C=CC=[CH:21][CH:20]=1.CCO.C(C#N)C=C>O>[Br:1][C:2]1[CH:3]=[C:4]2[C:8](=[CH:9][CH:10]=1)[N:7]([CH:20]([CH3:21])[CH2:19][C:18]#[N:25])[C:6](=[O:11])[C:5]12[O:16][CH2:15][CH2:14][CH2:13][O:12]1 |f:1.2|. Procedure: To a solution of 5′-bromospiro[1,3-dioxane-2,3′-indol]-2′(1′H)-one (2.00 g, 7.04 mmol) and benzyltrimethylammonium hydroxide (40% aqueous solution, 0.768 mL, 1.69 mmol, 0.24 mole %) in abs. EtOH (32 mL) was added allyl cyanide (1.42 mL, 17.6 mmol, 2.5 eq) all at one time at room temperature and the mixture was heated at 80° C. for 2.5 hr. Additional benzyltrimethyl-ammonium hydroxide (0.77 mL) was added and the heating continued another 24 hr. The reaction was cooled to room temperature and pour...